From a dataset of the Open Reaction Database (ORD), a public repository of structured organic reaction records. describe an organic reaction: reactants, conditions, products, and yield The reactants are FC1=CC(=C(C=O)C=C1)SC (4-fluoro-2-methylsulfanylbenzaldehyde), ClC1=CC(=CC=C1)C(=O)OO (m-chloroperbenzoic acid), CS(=O)C (dimethylsulfoxide), C(=O)(O)[O-].[Na+] (NaHCO3). Solvent: C(Cl)Cl (CH2Cl2). Conditions: time 24 hour. Yields the product FC1=CC(=C(C=O)C=C1)S(=O)(=O)C (4-fluoro-2-methylsulfonylbenzaldehyde), FC1=CC(=C(C=O)C=C1)S(=O)C (4-fluoro-2-methylsulfinylbenzaldehyde). The yield is 53.0%. Reaction SMILES: [F:1][C:2]1[CH:9]=[CH:8][C:5]([CH:6]=[O:7])=[C:4]([S:10][CH3:11])[CH:3]=1.ClC1C=CC=C(C(OO)=[O:20])C=1.[CH3:23][S:24]([CH3:26])=[O:25].C([O-])(O)=[O:28].[Na+]>C(Cl)Cl>[F:1][C:2]1[CH:9]=[CH:8][C:5]([CH:6]=[O:7])=[C:23]([S:24]([CH3:26])(=[O:20])=[O:25])[CH:3]=1.[F:1][C:2]1[CH:9]=[CH:8][C:5]([CH:6]=[O:7])=[C:4]([S:10]([CH3:11])=[O:28])[CH:3]=1 |f:3.4|. Procedure details: To a stirred solution of 4-fluoro-2-methylsulfanylbenzaldehyde (9.7 g, 57 mmol) in CH2Cl2 (300 mL) was added in small portions m-chloroperbenzoic acid (60%, 20.71 g, 120 mmol) over 20 minutes. After 24 h, mL of dimethylsulfoxide followed by saturated NaHCO3 (100 mL) was added and stirred for additional 2 h. The organic layer separated and washed with saturated NaHCO3 (2×100 mL). The combined aqueous layers were saturated with NaCl and extracted with CH2Cl2 (2×100 mL). The combined organic phases... Reaction conditions: time 4 hour. Reported procedure: 0.0764 g of sodium was dissolved in 5 ml of methanol. The solution was added at room temperature to a solution of 1.0 g of 3A in 2 ml of dry methanol. The mixture was stirred at room temperature for 4 hours, then 0.1765 g of ammonium chloride was added and the mixture was stirred for 15 minutes. Then the methanol was evaporated, the residue was triturated with ether and the solid phase was filtered off. The solvent was evaporated from the filtrate and the residue was distilled to give 4, b.p.: 1... Reactants: C[Si](C#CC(CCC(=O)OC)N=CC1=CC=CC=C1)(C)C (methyl 6-(trimethylsilyl)-4-(benzylideneamino)-5-hexynoate), [Na] (sodium), [Cl-].[NH4+] (ammonium chloride). As a reaction SMILES: [Na].C[Si](C)(C)[C:4]#[C:5][CH:6]([N:13]=[CH:14][C:15]1[CH:20]=[CH:19][CH:18]=[CH:17][CH:16]=1)[CH2:7][CH2:8][C:9]([O:11][CH3:12])=[O:10].[Cl-].[NH4+]>CO>[CH:14](=[N:13][CH:6]([C:5]#[CH:4])[CH2:7][CH2:8][C:9]([O:11][CH3:12])=[O:10])[C:15]1[CH:20]=[CH:19][CH:18]=[CH:17][CH:16]=1 |f:2.3,^1:0|. Yields the product C(C1=CC=CC=C1)=NC(CCC(=O)OC)C#C (methyl 4-(benzylideneamino)-5-hexynoate). Solvent: CO (methanol), CO (methanol).